Dataset: the Open Reaction Database (ORD), a public repository of structured organic reaction records. Task: describe an organic reaction: reactants, conditions, products, and yield Starting materials: C(C1=CC=CC=C1)(=NO)Cl (benzohydroximoyl chloride), C(C)(C)=NN (isopropylidene-hydrazine), C(=O)([O-])[O-].[K+].[K+] (K2CO3), ice, ice water, C(C)(=O)OCC (ethyl acetate). Solvent: C(Cl)(Cl)Cl (chloroform), C(Cl)(Cl)Cl (chloroform), hexanes, C(Cl)(Cl)Cl (chloroform), C(Cl)Cl (methylene chloride), O (water). Run at temperature 40 celsius, time 2 hour. Yields the product CC1(N(C(=NO1)C1=CC=CC=C1)N)C (5,5-dimethyl-3-phenyl-[1,2,4]oxadiazol-4-ylamine). Isolated yield 40.0%. Reaction SMILES: [C:1](=[N:4][NH2:5])([CH3:3])[CH3:2].C([O-])([O-])=O.[K+].[K+].[C:12](Cl)(=[N:19][OH:20])[C:13]1[CH:18]=[CH:17][CH:16]=[CH:15][CH:14]=1.C(OCC)(=O)C>C(Cl)(Cl)Cl.C(Cl)Cl.O>[CH3:2][C:1]1([CH3:3])[O:20][N:19]=[C:12]([C:13]2[CH:18]=[CH:17][CH:16]=[CH:15][CH:14]=2)[N:4]1[NH2:5] |f:1.2.3|. Procedure details: A solution of isopropylidene-hydrazine (0.59 g, 8 mmol) in 15 mL of chloroform and an aqueous solution of K2CO3 (0.5 g in 3 mL of water) were mixed and cooled in a 50 mL round-bottom flask chilled with ice water. A solution of benzohydroximoyl chloride (0.51 g, 3.2 mmol) in 10 mL of chloroform was added slowly with vigorous magnetic stirring. The ice batch was replaced with a 40° C. water bath and the mixture was stirred at 40° C. for 2 hours and then monitored by TLC (1:1 ethyl acetate:hexanes)... The reactants are ClC1=C(C=C(C(=O)O)C=C1)[N+](=O)[O-] (4-chloro-3-nitrobenzoic acid), C1(CCCC1)N (cyclopentylamine), ClC1=CC=C(C2=CC=C(C=C2C2=NC3=CC=C(C=C3C=C2)C2=NC3=C(N2CC)C=CC(=C3)C(=O)O)OC)C=C1 (2-[2-(4′-chloro-4-methoxy-biphen-2-yl)-quinolin-6-yl]-1-ethyl-1H-benzoimidazole-5-carboxylic acid). Product: ClC1=CC=C(C2=CC=C(C=C2C2=NC3=CC=C(C=C3C=C2)C2=NC3=C(N2C2CCCC2)C=CC(=C3)C(=O)O)OC)C=C1 (2-[2-(4′-chloro-4-methoxy-biphen-2-yl)-quinolin-6-yl]-1-cyclopentyl-1H-benzoimidazole-5-carboxylic acid). As a reaction SMILES: Cl[C:2]1[CH:10]=[CH:9][C:5]([C:6]([OH:8])=[O:7])=[CH:4][C:3]=1[N+:11]([O-])=O.C1(N)CCCC1.[Cl:20][C:21]1[CH:58]=[CH:57][C:24]([C:25]2[C:30]([C:31]3[CH:40]=[CH:39][C:38]4[C:33](=[CH:34][CH:35]=[C:36]([C:41]5[N:45](CC)[C:44]6[CH:48]=[CH:49][C:50](C(O)=O)=C[C:43]=6N=5)[CH:37]=4)[N:32]=3)=[CH:29][C:28]([O:55][CH3:56])=[CH:27][CH:26]=2)=[CH:23][CH:22]=1>>[Cl:20][C:21]1[CH:22]=[CH:23][C:24]([C:25]2[C:30]([C:31]3[CH:40]=[CH:39][C:38]4[C:33](=[CH:34][CH:35]=[C:36]([C:41]5[N:45]([CH:44]6[CH2:43][CH2:50][CH2:49][CH2:48]6)[C:2]6[CH:10]=[CH:9][C:5]([C:6]([OH:8])=[O:7])=[CH:4][C:3]=6[N:11]=5)[CH:37]=4)[N:32]=3)=[CH:29][C:28]([O:55][CH3:56])=[CH:27][CH:26]=2)=[CH:57][CH:58]=1. Procedure: The title compound was prepared from Resin 534a and cyclopentylamine according to the procedure described in the preparation of Compound 534. Starting materials: OCCOc1ccc(Br)cc1, CC(C)(C)[Si](C)(C)Cl, CN(C)C=O, c1c[nH]cn1. Yields the product CC(C)(C)[Si](C)(C)OCCOc1ccc(Br)cc1. RXN SMILES: [Br:1][c:2]1[cH:3][cH:4][c:5]([O:6][CH2:7][CH2:8][OH:9])[cH:10][cH:11]1.[C:12]([CH3:13])([CH3:14])([CH3:15])[Si:16]([CH3:17])([CH3:18])[Cl:19].[O:25]=[CH:26][N:27]([CH3:28])[CH3:29].[nH:20]1[cH:21][cH:22][n:23][cH:24]1>>[Br:1][c:2]1[cH:3][cH:4][c:5]([O:6][CH2:7][CH2:8][O:9][Si:16]([C:12]([CH3:13])([CH3:14])[CH3:15])([CH3:17])[CH3:18])[cH:10][cH:11]1. The reactants are CCCCCCCCCCCC(=O)Cl, CN(CC(=O)[O-])C(=N)N, [NH4+]. Product: CCCCCCCCCCCC(=O)OC(=O)CN(C)C(=N)N. Reaction SMILES: [C:1]([CH2:2][CH2:3][CH2:4][CH2:5][CH2:6][CH2:7][CH2:8][CH2:9][CH2:10][CH2:11][CH3:12])(=[O:13])[Cl:14].[CH3:15][N:16]([C:17](=[NH:18])[NH2:19])[CH2:20][C:21](=[O:22])[O-:23].[NH4+:24]>>[C:1]([CH2:2][CH2:3][CH2:4][CH2:5][CH2:6][CH2:7][CH2:8][CH2:9][CH2:10][CH2:11][CH3:12])(=[O:13])[O:23][C:21]([CH2:20][N:16]([CH3:15])[C:17](=[NH:18])[NH2:19])=[O:22].